Dataset: the Open Reaction Database (ORD), a public repository of structured organic reaction records. Task: describe an organic reaction: reactants, conditions, products, and yield Starting materials: alcohol, [H-].[Na+] (NaH), CN(C)C=O (DMF), C(C1=CC=CC=C1)Br (Benzyl bromide). Conditions: time 3 hour. The product is C(C1=CC=CC=C1)OCC1=CC=CC=C1 (benzyl ether). Reaction SMILES: [H-].[Na+].[CH2:3](Br)[C:4]1[CH:9]=[CH:8][CH:7]=[CH:6][CH:5]=1.CN([CH:14]=[O:15])C>>[CH2:3]([O:15][CH2:14][C:4]1[CH:9]=[CH:8][CH:7]=[CH:6][CH:5]=1)[C:4]1[CH:9]=[CH:8][CH:7]=[CH:6][CH:5]=1 |f:0.1|. Procedure details: To a solution of the above alcohol (430 mg, 3.0 mmol) in DMF (10 mL) was added NaH (144 mg of a 60% dispersion in mineral oil, 3.60 mmol) and the mixture was then cooled in an ice bath. Benzyl bromide (437 uL, 3.60 mmol) was then added and the mixture was stirred at room temperature for 3 h. After normal aqueous work-up and short column chromatographic purification, 600 mg of desired benzyl ether was obtained. The reactants are CC(C)(C)OC(=O)N1CCC(CCO)CC1, CN(C)c1ccncc1, C(=NC1CCCCC1)=NC1CCCCC1, ClCCl, O=C(O)Cc1ccccc1. The product is CC(C)(C)OC(=O)N1CCC(CCOC(=O)Cc2ccccc2)CC1. As a reaction SMILES: [C:11]([CH3:12])([CH3:13])([CH3:14])[O:15][C:16](=[O:17])[N:18]1[CH2:19][CH2:20][CH:21]([CH2:24][CH2:25][OH:26])[CH2:22][CH2:23]1.[CH3:45][N:46]([c:47]1[cH:48][cH:49][n:50][cH:51][cH:52]1)[CH3:53].[CH:27]1([N:28]=[C:29]=[N:30][CH:31]2[CH2:32][CH2:33][CH2:34][CH2:35][CH2:36]2)[CH2:37][CH2:38][CH2:39][CH2:40][CH2:41]1.[Cl:42][CH2:43][Cl:44].[OH:1][C:2](=[O:3])[CH2:4][c:5]1[cH:6][cH:7][cH:8][cH:9][cH:10]1>>[O:1]=[C:2]([O:3][CH2:25][CH2:24][CH:21]1[CH2:20][CH2:19][N:18]([C:16]([O:15][C:11]([CH3:12])([CH3:13])[CH3:14])=[O:17])[CH2:23][CH2:22]1)[CH2:4][c:5]1[cH:6][cH:7][cH:8][cH:9][cH:10]1.